Dataset: the Open Reaction Database (ORD), a public repository of structured organic reaction records. Task: describe an organic reaction: reactants, conditions, products, and yield The reactants are CCCCOc1nc(C(=O)O)cnc1N1CCCC1, CC(C)CC(N)CO, CCCOc1nc(C(=O)NC(CO)CC(C)C)cnc1N1CCCC1. The product is CCCCOc1nc(C(=O)NC(CO)CC(C)C)cnc1N1CCCC1. Reaction SMILES: [CH2:26]([O:27][c:28]1[n:29][c:30]([C:31]([OH:32])=[O:33])[cH:34][n:35][c:36]1[N:37]1[CH2:38][CH2:39][CH2:40][CH2:41]1)[CH2:42][CH2:43][CH3:44].[NH2:45][CH:46]([CH2:47][CH:48]([CH3:49])[CH3:50])[CH2:51][OH:52].[OH:1][CH2:2][CH:3]([CH2:4][CH:5]([CH3:6])[CH3:7])[NH:8][C:9](=[O:10])[c:11]1[n:12][c:13]([O:22][CH2:23][CH2:24][CH3:25])[c:14]([N:17]2[CH2:18][CH2:19][CH2:20][CH2:21]2)[n:15][cH:16]1>>[OH:1][CH2:2][CH:3]([CH2:4][CH:5]([CH3:6])[CH3:7])[NH:8][C:9](=[O:10])[c:11]1[n:12][c:13]([O:22][CH2:23][CH2:24][CH2:25][CH3:26])[c:14]([N:17]2[CH2:18][CH2:19][CH2:20][CH2:21]2)[n:15][cH:16]1. Reaction SMILES: [Br:29][N:30]1[C:31](=[O:32])[CH2:33][CH2:34][C:35]1=[O:36].[CH3:37][C:38]#[N:39].[F:1][c:2]1[c:3]([CH2:4][O:5][c:6]2[cH:7][c:8](=[O:23])[n:9](-[c:13]3[cH:14][c:15]([C:16](=[O:17])[O:18][CH3:19])[cH:20][cH:21][cH:22]3)[c:10]([CH3:12])[cH:11]2)[cH:24][cH:25][c:26]([F:28])[cH:27]1>>[F:1][c:2]1[c:3]([CH2:4][O:5][c:6]2[c:7]([Br:29])[c:8](=[O:23])[n:9](-[c:13]3[cH:14][c:15]([C:16](=[O:17])[O:18][CH3:19])[cH:20][cH:21][cH:22]3)[c:10]([CH3:12])[cH:11]2)[cH:24][cH:25][c:26]([F:28])[cH:27]1. Product: COC(=O)c1cccc(-n2c(C)cc(OCc3ccc(F)cc3F)c(Br)c2=O)c1. Reactants: O=C1CCC(=O)N1Br, CC#N, COC(=O)c1cccc(-n2c(C)cc(OCc3ccc(F)cc3F)cc2=O)c1. Reactants: Cn1ccnc1C=O, CN(C)S(=O)(=O)n1ccnc1CNCc1ccc(CO)cc1. Yields the product CN(C)S(=O)(=O)n1ccnc1CN(Cc1ccc(CO)cc1)Cc1nccn1C. As a reaction SMILES: [CH3:23][n:24]1[c:25]([CH:29]=[O:30])[n:26][cH:27][cH:28]1.[OH:1][CH2:2][c:3]1[cH:4][cH:5][c:6]([CH2:7][NH:8][CH2:9][c:10]2[n:11]([S:15](=[O:16])(=[O:17])[N:18]([CH3:19])[CH3:20])[cH:12][cH:13][n:14]2)[cH:21][cH:22]1>>[OH:1][CH2:2][c:3]1[cH:4][cH:5][c:6]([CH2:7][N:8]([CH2:9][c:10]2[n:11]([S:15](=[O:16])(=[O:17])[N:18]([CH3:19])[CH3:20])[cH:12][cH:13][n:14]2)[CH2:29][c:25]2[n:24]([CH3:23])[cH:28][cH:27][n:26]2)[cH:21][cH:22]1. Reactants: CCCCO, CC(=O)O, C(=NC1CCCCC1)=NC1CCCCC1, O=C(O)CCc1ccccc1, c1ccncc1. Yields the product CCCCOC(=O)CCc1ccccc1. Reaction SMILES: [CH2:12]([CH2:13][CH2:14][CH3:15])[OH:16].[CH3:32][C:33](=[O:34])[OH:35].[CH:17]1([N:18]=[C:19]=[N:20][CH:21]2[CH2:22][CH2:23][CH2:24][CH2:25][CH2:26]2)[CH2:27][CH2:28][CH2:29][CH2:30][CH2:31]1.[OH:1][C:2](=[O:3])[CH2:4][CH2:5][c:6]1[cH:7][cH:8][cH:9][cH:10][cH:11]1.[cH:36]1[cH:37][cH:38][n:39][cH:40][cH:41]1>>[O:1]([C:2](=[O:3])[CH2:4][CH2:5][c:6]1[cH:7][cH:8][cH:9][cH:10][cH:11]1)[CH2:12][CH2:13][CH2:14][CH3:15]. Reactants: BrCc1ccccc1, O=C([O-])[O-], CCOC(=O)C1CCNCC1, CC#N, [K+], [K+], O. The product is CCOC(=O)C1CCN(Cc2ccccc2)CC1. RXN SMILES: [Br:18][CH2:19][c:20]1[cH:21][cH:22][cH:23][cH:24][cH:25]1.[C:12](=[O:13])([O-:14])[O-:15].[CH2:1]([CH3:2])[O:3][C:4](=[O:5])[CH:6]1[CH2:7][CH2:8][NH:9][CH2:10][CH2:11]1.[CH3:27][C:28]#[N:29].[K+:16].[K+:17].[OH2:26]>>[CH2:1]([CH3:2])[O:3][C:4](=[O:5])[CH:6]1[CH2:7][CH2:8][N:9]([CH2:19][c:20]2[cH:21][cH:22][cH:23][cH:24][cH:25]2)[CH2:10][CH2:11]1. The reactants are CO, Cl, [Na+], [OH-], COC(=O)c1cc(C(C)O)c2oc(N3CCOC(C)C3)cc(=O)c2c1. Reaction SMILES: [CH3:29][OH:30].[ClH:28].[Na+:2].[OH-:1].[OH:3][CH:4]([CH3:5])[c:6]1[cH:7][c:8]([C:24](=[O:25])[O:26][CH3:27])[cH:9][c:10]2[c:11](=[O:23])[cH:12][c:13]([N:16]3[CH2:17][CH:18]([CH3:22])[O:19][CH2:20][CH2:21]3)[o:14][c:15]12>>[OH:3][CH:4]([CH3:5])[c:6]1[cH:7][c:8]([C:24](=[O:25])[OH:26])[cH:9][c:10]2[c:11](=[O:23])[cH:12][c:13]([N:16]3[CH2:17][CH:18]([CH3:22])[O:19][CH2:20][CH2:21]3)[o:14][c:15]12. Product: CC1CN(c2cc(=O)c3cc(C(=O)O)cc(C(C)O)c3o2)CCO1. As a reaction SMILES: [NH2:1][C:2]1[CH:7]=[CH:6][C:5]([NH:8]/[C:9](=[C:16]2\[C:17](=[O:25])[NH:18][C:19]3[C:24]\2=[CH:23][CH:22]=[CH:21][CH:20]=3)/[C:10]2[CH:15]=[CH:14][CH:13]=[CH:12][CH:11]=2)=[CH:4][CH:3]=1.[CH:26](OCC)=[O:27]>CN(C=O)C>[CH:26]([NH:1][C:2]1[CH:7]=[CH:6][C:5]([NH:8]/[C:9](=[C:16]2\[C:17](=[O:25])[NH:18][C:19]3[C:24]\2=[CH:23][CH:22]=[CH:21][CH:20]=3)/[C:10]2[CH:15]=[CH:14][CH:13]=[CH:12][CH:11]=2)=[CH:4][CH:3]=1)=[O:27]. The reactants are NC1=CC=C(C=C1)N\C(\C1=CC=CC=C1)=C\1/C(NC2=CC=CC=C12)=O ((Z)-3-[1-(4-aminophenylamino)-1-phenyl-methylidene]-2-indolinone), C(=O)OCC (ethyl formate). Run in CN(C)C=O (DMF). Procedure: 200 mg (0.6 mmol) of (Z)-3-[1-(4-aminophenylamino)-1-phenyl-methylidene]-2-indolinone and 5 ml of ethyl formate are stirred in 2.5 ml of DMF for 60 hours at 90° C. After removal of the solvent in vacuo ethyl acetate is added and the mixture is again concentrated by evaporation. The residue is stirred with ether, suction filtered and dried. The product is C(=O)NC1=CC=C(C=C1)N\C(\C1=CC=CC=C1)=C\1/C(NC2=CC=CC=C12)=O ((Z)-3-[1-(4-formylamino-phenylamino)-1-phenyl-methylidene]-2-indolinone). Starting materials: BrC1=CC=2C3=C(C=NC2C=C1)N(C(N3C=3C(=NN(C3)CC)C)=O)C (8-bromo-1-(1-ethyl-3-methyl-1H-pyrazol-4-yl)-3-methyl-1,3-dihydro-imidazo[4,5-c]quinolin-2-one), BrC1=CC=2C3=C(C=NC2C=C1)N(C(N3C=3C(=NN(C3)CC)C)=O)C (8-bromo-1-(1-ethyl-3-methyl-1H-pyrazol-4-yl)-3-methyl-1,3-dihydro-imidazo[4,5-c]quinolin-2-one), COC1=NC=C(C(=N1)OC)B1OC(C)(C)C(C)(C)O1 (2,4-dimethoxypyrimidine-5-boronic acid pinacol ester). RXN SMILES: Br[C:2]1[CH:11]=[CH:10][C:9]2[N:8]=[CH:7][C:6]3[N:12]([CH3:24])[C:13](=[O:23])[N:14]([C:15]4[C:16]([CH3:22])=[N:17][N:18]([CH2:20][CH3:21])[CH:19]=4)[C:5]=3[C:4]=2[CH:3]=1.[CH3:25][O:26][C:27]1[N:32]=[C:31]([O:33][CH3:34])[C:30](B2OC(C)(C)C(C)(C)O2)=[CH:29][N:28]=1>>[CH3:25][O:26][C:27]1[N:32]=[C:31]([O:33][CH3:34])[C:30]([C:2]2[CH:11]=[CH:10][C:9]3[N:8]=[CH:7][C:6]4[N:12]([CH3:24])[C:13](=[O:23])[N:14]([C:15]5[C:16]([CH3:22])=[N:17][N:18]([CH2:20][CH3:21])[CH:19]=5)[C:5]=4[C:4]=3[CH:3]=2)=[CH:29][N:28]=1. Reported procedure: The title compound was synthesized in a similar manner as described for Example 1.1 using 8-bromo-1-(1-ethyl-3-methyl-1H-pyrazol-4-yl)-3-methyl-1,3-dihydro-imidazo[4,5-c]quinolin-2-one (Intermediate F, 0.101 mmol) and 2,4-dimethoxypyrimidine-5-boronic acid pinacol ester (Frontier Scientific, Logan, USA, 0.119 mmol) to give the title compound as a white foam. (HPLC: tR 2.51 min (Method A); M+H=446 MS-ES; 1H-NMR (d6-DMSO, 400 MHz) 8.97 (s, 1H), 8.32 (s, 1H), 8.11 (s, 1H), 8.07-8.04 (m, 1H), 7.78-7... Product: COC1=NC=C(C(=N1)OC)C1=CC=2C3=C(C=NC2C=C1)N(C(N3C=3C(=NN(C3)CC)C)=O)C (8-(2,4-Dimethoxy-pyrimidin-5-yl)-1-(1-ethyl-3-methyl-1H-pyrazol-4-yl)-3-methyl-1,3-dihydro-imidazo[4,5-c]quinolin-2-one).